From a dataset of the Open Reaction Database (ORD), a public repository of structured organic reaction records. describe an organic reaction: reactants, conditions, products, and yield Conditions: time 2 hour. Product: C(CCCCC)P(C1=CC=CC=C1)C1=CC=CC=C1 (n-hexyldiphenylphosphine). Reaction SMILES: C(OCCCC)CCC.[Na].[Na+].[Na+].[Na+].[P-3].[C:15]1([P:21](Cl)[C:22]2[CH:27]=[CH:26][CH:25]=[CH:24][CH:23]=2)[CH:20]=[CH:19][CH:18]=[CH:17][CH:16]=1.[CH2:29](Cl)[CH2:30][CH2:31][CH2:32][CH2:33][CH3:34]>O>[CH2:29]([P:21]([C:22]1[CH:27]=[CH:26][CH:25]=[CH:24][CH:23]=1)[C:15]1[CH:20]=[CH:19][CH:18]=[CH:17][CH:16]=1)[CH2:30][CH2:31][CH2:32][CH2:33][CH3:34] |f:2.3.4.5,^1:9|. The yield is 88.0%. Run in O (water), O (Water). Reported procedure: Distilled di-n-butyl ether (2500 ml) and solid sodium metal (230 g, 10.0 moles) were placed in a 22 L round bottom flask. The flask was equipped as in the above Comparative Example C-1. The solution of the sodium phosphide salt was made by carefully adding diphenylphosphinous chloride (1100 g, 5.0 moles) to the refluxing solvent-sodium slurry as described in the previous example. Stirring and reflux was continued for 2 hours after addition of the diphenylphosphinous chloride was complete. The re... Reactants: C1(=CC=CC=C1)P(C1=CC=CC=C1)Cl (diphenylphosphinous chloride), solvent-sodium, C(CCCCC)Cl (n-Hexyl chloride), C(CCC)OCCCC (di-n-butyl ether), [Na] (sodium), [Na+].[Na+].[Na+].[P-3] (sodium phosphide), C1(=CC=CC=C1)P(C1=CC=CC=C1)Cl (diphenylphosphinous chloride). Starting materials: CO, Cl, O=C(COc1ccccc1)NC(Cc1ccc2cccnc2c1OS(=O)(=O)O)c1ccccc1. The product is O=C(COc1ccccc1)NC(Cc1ccc2cccnc2c1O)c1ccccc1. As a reaction SMILES: [CH3:36][OH:37].[ClH:35].[O:1]([c:2]1[cH:3][cH:4][cH:5][cH:6][cH:7]1)[CH2:8][C:9](=[O:10])[NH:11][CH:12]([CH2:13][c:14]1[cH:15][cH:16][c:17]2[cH:18][cH:19][cH:20][n:21][c:22]2[c:23]1[O:24][S:25](=[O:26])(=[O:27])[OH:28])[c:29]1[cH:30][cH:31][cH:32][cH:33][cH:34]1>>[O:1]([c:2]1[cH:3][cH:4][cH:5][cH:6][cH:7]1)[CH2:8][C:9](=[O:10])[NH:11][CH:12]([CH2:13][c:14]1[cH:15][cH:16][c:17]2[cH:18][cH:19][cH:20][n:21][c:22]2[c:23]1[OH:24])[c:29]1[cH:30][cH:31][cH:32][cH:33][cH:34]1. The reactants are aceto-acetic, C([O-])([O-])=O.[Li+].[Li+] (lithium carbonate), BrCC(=O)C1=CC=CC=C1 (ω-bromoacetophenone), OC1=C(C=CC(=C1O)O)C(=O)C1=CC(=C(C(=C1)O)O)O ([2,3,4-trihydroxyphenyl] [3',4',5'-trihydroxyphenyl] methanone). Run in CN(C=O)C (dimethyl-formamide). Reaction conditions: temperature 50 celsius, time 6 hour. The product is OC1=C(C=CC(=C1O)O)C(=O)C1=CC(=C(C(=C1)O)OCC(C1=CC=CC=C1)=O)O ([2,3,4-trihydroxyphenyl] [3',5'-dihydroxy-4'-(2-oxo-2-phenyl-ethoxy)-phenyl] methanone). Isolated yield 37.3%. Reaction SMILES: C(=O)([O-])[O-].[Li+].[Li+].Br[CH2:8][C:9]([C:11]1[CH:16]=[CH:15][CH:14]=[CH:13][CH:12]=1)=[O:10].[OH:17][C:18]1[C:23]([OH:24])=[C:22]([OH:25])[CH:21]=[CH:20][C:19]=1[C:26]([C:28]1[CH:33]=[C:32]([OH:34])[C:31]([OH:35])=[C:30]([OH:36])[CH:29]=1)=[O:27]>CN(C)C=O>[OH:17][C:18]1[C:23]([OH:24])=[C:22]([OH:25])[CH:21]=[CH:20][C:19]=1[C:26]([C:28]1[CH:33]=[C:32]([OH:34])[C:31]([O:35][CH2:8][C:9](=[O:10])[C:11]2[CH:16]=[CH:15][CH:14]=[CH:13][CH:12]=2)=[C:30]([OH:36])[CH:29]=1)=[O:27] |f:0.1.2|. Reported procedure: 3.0 g of lithium carbonate then 3.5 g of ω-bromoacetophenone are added to a solution of 5.0 g of [2,3,4-trihydroxyphenyl] [3',4',5'-trihydroxyphenyl] methanone in 20 cm3 of dimethyl-formamide maintained at 50° C., under a nitrogen atmosphere. The reaction mixture is then agitated for 6 hours at 50° C. Then 400 cm3 of a molar aceto-acetic buffer solution, the pH of which is about 4.50, are added. The resultant solution is extracted with 800 cm3 of ethyl acetate. The combined organic phases are wa... The reactants are CCOP(=O)(OCC)c1ccc(CO)cc1, ClCCl, O=S(Cl)Cl, c1ccncc1. The product is CCOP(=O)(OCC)c1ccc(CCl)cc1. RXN SMILES: [CH2:1]([CH3:2])[O:3][P:4](=[O:5])([O:6][CH2:7][CH3:8])[c:9]1[cH:10][cH:11][c:12]([CH2:15][OH:16])[cH:13][cH:14]1.[CH2:27]([Cl:28])[Cl:29].[S:23]([Cl:24])([Cl:25])=[O:26].[cH:17]1[cH:18][cH:19][n:20][cH:21][cH:22]1>>[CH2:1]([CH3:2])[O:3][P:4](=[O:5])([O:6][CH2:7][CH3:8])[c:9]1[cH:10][cH:11][c:12]([CH2:15][Cl:25])[cH:13][cH:14]1. Starting materials: FC(OC=1C=C(C=CC1)C1=CC=C(C=C1)C=O)(F)F (3′-trifluoromethoxy-biphenyl-4-carbaldehyde), CC(=O)C (acetone). The product is FC(OC=1C=C(C=CC1)C1=CC=C(C=C1)C(=O)O)(F)F (3′-Trifluoromethoxy-biphenyl-4-carboxylic acid). Isolated yield 82.0%. Reaction SMILES: [F:1][C:2]([F:19])([F:18])[O:3][C:4]1[CH:5]=[C:6]([C:10]2[CH:15]=[CH:14][C:13]([CH:16]=[O:17])=[CH:12][CH:11]=2)[CH:7]=[CH:8][CH:9]=1.CC(C)=[O:22]>>[F:1][C:2]([F:18])([F:19])[O:3][C:4]1[CH:5]=[C:6]([C:10]2[CH:15]=[CH:14][C:13]([C:16]([OH:22])=[O:17])=[CH:12][CH:11]=2)[CH:7]=[CH:8][CH:9]=1. Reported procedure: To a cold solution of 3′-trifluoromethoxy-biphenyl-4-carbaldehyde (0.8 g, 3.0 mmol) in acetone (10 mL) the Jone's reagent was added slowly at 0° C. until reaction completes. Acetone was removed completely and diluted with water. The mixture was extracted with ethyl acetate and the combined organic layers were washed with water and brine, dried over sodium sulphate and concentrated to obtain the title compound (0.7 g, 82%). Reactants: OC(=O)C(F)(F)F.OC(=O)C(F)(F)F.CS(=O)(=O)C1=CC=C(CN2N=C(C(=C2)C2CCNCC2)CC)C=C1 (4-(1-(4-Methylsulfonylbenzyl)-3-ethyl-(1H)-pyrazol-4-yl)piperidine di-TFA Salt), CCN(C(C)C)C(C)C (DIPEA), [Si](C)(C)(C(C)(C)C)Cl (t-butyldimethylsilyl chloride), C([O-])(O)=O.[Na+] (sodium bicarbonate). Run in C(Cl)Cl (methylene chloride). Reaction conditions: time 48 hour. The product is [Si](C)(C)(C(C)(C)C)OC[C@H]1[C@@H](CC(C1)=O)C1=CC(=CC=C1)F ((+)-trans-1-t-Butyldimethylsilyloxymethyl-4-oxo-2-(3-fluorophenyl)cyclopentane). RXN SMILES: O[C:2]([C:4]([F:7])(F)F)=O.O[C:9]([C:11](F)(F)F)=[O:10].CS(C1C=CC(CN2[CH:28]=[C:27]([CH:29]3[CH2:34][CH2:33]NC[CH2:30]3)[C:26]([CH2:35]C)=N2)=CC=1)(=O)=O.CCN(C(C)C)C(C)C.[Si:48](Cl)([C:51]([CH3:54])([CH3:53])[CH3:52])([CH3:50])[CH3:49].C(=O)(O)[O-:57].[Na+]>C(Cl)Cl>[Si:48]([O:57][CH2:33][C@@H:34]1[CH2:11][C:9](=[O:10])[CH2:30][C@H:29]1[C:27]1[CH:26]=[CH:35][CH:2]=[C:4]([F:7])[CH:28]=1)([C:51]([CH3:54])([CH3:53])[CH3:52])([CH3:50])[CH3:49] |f:0.1.2,5.6|. Procedure: To a solution of (+)-trans-3-hydroxymethyl-4-(3-fluorophenyl)cyclopentan-1-one from Step D (6.23 g, 29.9 mmol) in methylene chloride (100 mL) was added DIPEA (16.0 mL, 11.6 g, 89.7 mmol) and t-butyldimethylsilyl chloride (6.80 g, 44.8 mmol). The reaction mixture was stirred at rt for 48 h, poured into aqueous sodium bicarbonate, and extracted three times with methylene chloride. The organic layers were combined, washed with brine, dried over sodium sulfate, filtered and concentrated. The residue...